This data is from the Open Reaction Database (ORD), a public repository of structured organic reaction records. The task is: describe an organic reaction: reactants, conditions, products, and yield The reactants are OC1=NN(C=C1CCC(=O)OCC)CC1=CC=C(C=C1)OCC=1N=C(OC1C)C1=CC=CC=C1 (ethyl 3-[3-hydroxy-1-[4-(5-methyl-2-phenyl-4-oxazolylmethoxy)benzyl]-1H-pyrazol-4-yl]propionate), [H-].[Na+] (sodium hydride), O (water), ICC (Iodoethane). Run in CN(C=O)C (N,N-dimethylformamide). Conditions: time 30 minute. The product is C(C)OC1=NN(C=C1CCC(=O)OCC)CC1=CC=C(C=C1)OCC=1N=C(OC1C)C1=CC=CC=C1 (ethyl 3-[3-ethoxy-1-[4-(5-methyl-2-phenyl-4-oxazolylmethoxy)benzyl]-1H-pyrazol-4-yl]propionate). Isolated yield 92.0%. As a reaction SMILES: [OH:1][C:2]1[C:6]([CH2:7][CH2:8][C:9]([O:11][CH2:12][CH3:13])=[O:10])=[CH:5][N:4]([CH2:14][C:15]2[CH:20]=[CH:19][C:18]([O:21][CH2:22][C:23]3[N:24]=[C:25]([C:29]4[CH:34]=[CH:33][CH:32]=[CH:31][CH:30]=4)[O:26][C:27]=3[CH3:28])=[CH:17][CH:16]=2)[N:3]=1.[H-].[Na+].I[CH2:38][CH3:39].O>CN(C)C=O>[CH2:38]([O:1][C:2]1[C:6]([CH2:7][CH2:8][C:9]([O:11][CH2:12][CH3:13])=[O:10])=[CH:5][N:4]([CH2:14][C:15]2[CH:16]=[CH:17][C:18]([O:21][CH2:22][C:23]3[N:24]=[C:25]([C:29]4[CH:30]=[CH:31][CH:32]=[CH:33][CH:34]=4)[O:26][C:27]=3[CH3:28])=[CH:19][CH:20]=2)[N:3]=1)[CH3:39] |f:1.2|. Procedure details: To a solution of ethyl 3-[3-hydroxy-1-[4-(5-methyl-2-phenyl-4-oxazolylmethoxy)benzyl]-1H-pyrazol-4-yl]propionate (462 mg) in N,N-dimethylformamide (10 ml), sodium hydride (60%, oily, 40.0 mg) was added at 0° C., and the solution was stirred at room temperature for 30 minutes. Iodoethane (0.240 ml) was added to the reaction mixture, which was stirred at room temperature for one hour. The reaction mixture was poured into water, which was extracted with ethyl acetate. The ethyl acetate layer was wa... Starting materials: CCOC(=O)N1CCN(c2coc3ccc(F)cc23)CC1, CCO, [Na+], [OH-]. Yields the product Fc1ccc2occ(N3CCNCC3)c2c1. RXN SMILES: [CH2:1]([O:2][C:3](=[O:4])[N:6]1[CH2:7][CH2:8][N:9]([c:12]2[cH:13][o:14][c:15]3[c:16]2[cH:17][c:18]([F:21])[cH:19][cH:20]3)[CH2:10][CH2:11]1)[CH3:5].[CH3:24][CH2:25][OH:26].[Na+:23].[OH-:22]>>[NH:6]1[CH2:7][CH2:8][N:9]([c:12]2[cH:13][o:14][c:15]3[c:16]2[cH:17][c:18]([F:21])[cH:19][cH:20]3)[CH2:10][CH2:11]1. Starting materials: solution, Cl (hydrogen chloride), FC1=CC(=C(OCC[C@H]2N(C[C@@H](C2)O)C)C=C1)CCC1=CC=CC=C1 ((2R,4R)-2-{2-[4-fluoro-2-(2-phenylethyl)phenoxy]ethyl}-4-hydroxy-1-methylpyrrolidine). Solvent: C(C)(=O)OCC (ethyl acetate), C(C)(=O)OCC (ethyl acetate). The product is Cl.FC1=CC(=C(OCC[C@H]2N(C[C@@H](C2)O)C)C=C1)CCC1=CC=CC=C1 ((2R,4R)-2-{2-[4-Fluoro-2-(2-phenylethyl)phenoxy]ethyl}-4-hydroxy1-methylpyrrolidine hydrochloride). Isolated yield 86.0%. As a reaction SMILES: [F:1][C:2]1[CH:17]=[CH:16][C:5]([O:6][CH2:7][CH2:8][C@@H:9]2[CH2:13][C@@H:12]([OH:14])[CH2:11][N:10]2[CH3:15])=[C:4]([CH2:18][CH2:19][C:20]2[CH:25]=[CH:24][CH:23]=[CH:22][CH:21]=2)[CH:3]=1.[ClH:26]>C(OCC)(=O)C>[ClH:26].[F:1][C:2]1[CH:17]=[CH:16][C:5]([O:6][CH2:7][CH2:8][C@@H:9]2[CH2:13][C@@H:12]([OH:14])[CH2:11][N:10]2[CH3:15])=[C:4]([CH2:18][CH2:19][C:20]2[CH:21]=[CH:22][CH:23]=[CH:24][CH:25]=2)[CH:3]=1 |f:3.4|. Procedure: 540 mg of (2R,4R)-2-{2-[4-fluoro-2-(2-phenylethyl)phenoxy]ethyl}-4-hydroxy-1-methylpyrrolidine [prepared as described in step (b) above] were dissolved in 5 ml of ethyl acetate, and then 0.60 ml of a 4N solution of hydrogen chloride in ethyl acetate were added to the resulting solution. The crystals which precipitated were collected by filtration, and dried in vacuo, to give 515 mg (yield 86%) of the title compound as colorless crystals, melting at 121°-122° C. Reactants: C1(=CC=CC=C1)S(=O)C1=CC=C(C=C1)C(C)=O (4'-(phenylsulfinyl)acetophenone), C[Si](C)(C)[N-][Si](C)(C)C.[Li+] (lithium bis(trimethylsilyl)amide), Cl[Si](C)(C)C (chlorotrimethylsilane), diethyl ester, C1(=CC=CC=C1)CCSC(C(=O)O)C(=O)O ([(2-phenylethyl)thio]-propanedioic acid). Run in C1CCOC1 (THF). Yields the product OC1=C(C(OC(=C1)C1=CC=C(C=C1)S(=O)C1=CC=CC=C1)=O)SCCC1=CC=CC=C1 (4-Hydroxy-3-[(2-phenylethyl)thio]-6-[4-(phenylsulfinyl)phenyl]-2H-pyran-2-one). RXN SMILES: [C:1]1([S:7]([C:9]2[CH:14]=[CH:13][C:12]([C:15](=[O:17])[CH3:16])=[CH:11][CH:10]=2)=[O:8])[CH:6]=[CH:5][CH:4]=[CH:3][CH:2]=1.C[Si]([N-][Si](C)(C)C)(C)C.[Li+].Cl[Si](C)(C)C.[C:33]1([CH2:39][CH2:40][S:41][CH:42]([C:46](O)=[O:47])[C:43](O)=[O:44])[CH:38]=[CH:37][CH:36]=[CH:35][CH:34]=1>C1COCC1>[OH:47][C:46]1[CH:16]=[C:15]([C:12]2[CH:13]=[CH:14][C:9]([S:7]([C:1]3[CH:6]=[CH:5][CH:4]=[CH:3][CH:2]=3)=[O:8])=[CH:10][CH:11]=2)[O:17][C:43](=[O:44])[C:42]=1[S:41][CH2:40][CH2:39][C:33]1[CH:34]=[CH:35][CH:36]=[CH:37][CH:38]=1 |f:1.2|. Reported procedure: The title compound was prepared by Method A using 4'-(phenylsulfinyl)acetophenone (2.50 g, 10.24 mmol), lithium bis(trimethylsilyl)amide (2.57 g,15.36 mmol), chlorotrimethylsilane (1.94 mL,15.36 mmol), THF (100 mL), and diethyl ester of [(2-phenylethyl)thio]-propanedioic acid (1.00 g, 3.37 mmol). m.p. 171-173° C.; 1H NMR (400 MHz, DMSO-d6) δ2.76 (t, 2 H), 3.01 (t, 2 H), 6.83 (s, 1 H), 7.19 (m, 5 H), 7.54 (m, 3 H), 7.75 (d, 2 H), 7.86 (d, 2 H), 7.95 (d, 2 H), 12.05 (bs, 1 H).